Dataset: the Open Reaction Database (ORD), a public repository of structured organic reaction records. Task: describe an organic reaction: reactants, conditions, products, and yield The reactants are Br, O=C([O-])O, COc1cccc(C2CCCC(N)C2)c1, N, [Na+], O. The product is NC1CCCC(c2cccc(O)c2)C1. As a reaction SMILES: [BrH:23].[C:16](=[O:17])([OH:18])[O-:19].[CH3:1][O:2][c:3]1[cH:4][c:5]([CH:9]2[CH2:10][CH:11]([NH2:15])[CH2:12][CH2:13][CH2:14]2)[cH:6][cH:7][cH:8]1.[NH3:22].[Na+:20].[OH2:21]>>[OH:2][c:3]1[cH:4][c:5]([CH:9]2[CH2:10][CH:11]([NH2:15])[CH2:12][CH2:13][CH2:14]2)[cH:6][cH:7][cH:8]1.